This data is from the Open Reaction Database (ORD), a public repository of structured organic reaction records. The task is: describe an organic reaction: reactants, conditions, products, and yield Reactants: Cl (hydrochloric acid), II (Iodine), [Mg] (magnesium), C(C)(=O)OC1=C(C=CC=C1C(CCBr)Br)Br (2-bromo-6-(1,3-dibromopropyl)phenyl acetate). The solvent is C1CCOC1 (THF), C1CCOC1 (THF). Conditions: time 30 minute. Yields the product C(C)(=O)OC1=C(C=CC=C1C1CC1)Br (2-bromo-6-cyclopropylphenyl acetate). The yield is 41.4%. RXN SMILES: II.[Mg].[C:4]([O:7][C:8]1[C:13]([CH:14](Br)[CH2:15][CH2:16]Br)=[CH:12][CH:11]=[CH:10][C:9]=1[Br:19])(=[O:6])[CH3:5].Cl>C1COCC1>[C:4]([O:7][C:8]1[C:13]([CH:14]2[CH2:16][CH2:15]2)=[CH:12][CH:11]=[CH:10][C:9]=1[Br:19])(=[O:6])[CH3:5]. Reported procedure: Iodine (catalytic amount) was added to a mixture of magnesium (75.5 mg, 3.14 mmol) and anhydrous THF (1.5 ml) under a nitrogen atmosphere, and the mixture was stirred at room temperature for 30 minutes. Subsequently, a solution of 2-bromo-6-(1,3-dibromopropyl)phenyl acetate (1.24 g, 2.99 mmol) in anhydrous THF (4.5 ml) was added to the mixture at 80° C. over 2 minutes. After the mixture was stirred at 80° C. for 1 hour and 30 minutes, the mixture was further stirred at room temperature for 2 hou... The solvent is C(C)OCC (diethyl ether), CN(C=O)C (dimethylformamide). The reactants are Cl (hydrochloric acid), C(C1=CC=CC=C1)OC1=C(C=CC=C1)CC(C(=O)O)C(O)C1CCCCC1 ((2RS,3RS)-2-(2-benzyloxyphenylmethyl)-3-cyclohexyl-3-hydroxypropionic acid), Cl.C(C1=CC=CC=C1)OC([C@@H](N)CC1=CNC2=CC=CC=C12)=O (L-tryptophan benzyl ester hydrochloride), O.ON1N=NC2=C1C=CC=C2 (1-hydroxybenzotriazole hydrate), C1(CCCCC1)N=C=NC1CCCCC1 (1,3-dicyclohexylcarbodiimide), CN1CCOCC1 (4-methylmorpholine). Conditions: time 16 hour. Procedure details: To a solution of (2RS,3RS)-2-(2-benzyloxyphenylmethyl)-3-cyclohexyl-3-hydroxypropionic acid (111 mg) in dimethylformamide (3 ml) were added L-tryptophan benzyl ester hydrochloride (198 mg), 1-hydroxybenzotriazole hydrate (60.8 mg), 1,3-dicyclohexylcarbodiimide (80.5 mg) and 4-methylmorpholine (91 mg) successively. After being stirred for 16 hours at ambient temperature, the mixture was poured into a mixture of diethyl ether and aqueous 1N hydrochloric acid solution. The organic layer was separat... RXN SMILES: [CH2:1]([O:8][C:9]1[CH:14]=[CH:13][CH:12]=[CH:11][C:10]=1[CH2:15][CH:16]([CH:20]([CH:22]1[CH2:27][CH2:26][CH2:25][CH2:24][CH2:23]1)[OH:21])[C:17](O)=[O:18])[C:2]1[CH:7]=[CH:6][CH:5]=[CH:4][CH:3]=1.Cl.[CH2:29]([O:36][C:37](=[O:50])[C@H:38]([CH2:40][C:41]1[C:49]2[C:44](=[CH:45][CH:46]=[CH:47][CH:48]=2)[NH:43][CH:42]=1)[NH2:39])[C:30]1[CH:35]=[CH:34][CH:33]=[CH:32][CH:31]=1.O.ON1C2C=CC=CC=2N=N1.C1(N=C=NC2CCCCC2)CCCCC1.CN1CCOCC1.Cl>CN(C)C=O.C(OCC)C>[CH2:29]([O:36][C:37](=[O:50])[C@H:38]([CH2:40][C:41]1[C:49]2[C:44](=[CH:45][CH:46]=[CH:47][CH:48]=2)[NH:43][CH:42]=1)[NH:39][C:17](=[O:18])[CH:16]([CH2:15][C:10]1[CH:11]=[CH:12][CH:13]=[CH:14][C:9]=1[O:8][CH2:1][C:2]1[CH:3]=[CH:4][CH:5]=[CH:6][CH:7]=1)[CH:20]([CH:22]1[CH2:23][CH2:24][CH2:25][CH2:26][CH2:27]1)[OH:21])[C:30]1[CH:35]=[CH:34][CH:33]=[CH:32][CH:31]=1 |f:1.2,3.4|. The yield is 88.0%. Yields the product C(C1=CC=CC=C1)OC([C@@H](NC(C(C(O)C1CCCCC1)CC1=C(C=CC=C1)OCC1=CC=CC=C1)=O)CC1=CNC2=CC=CC=C12)=O (N-[(2RS,3RS)-2-(2-benzyloxyphenylmethyl)-3-cyclohexyl-3 hydroxypropionyl]-L-tryptophan benzyl ester). Reactants: Cl (hydrochloric acid), O.[OH-].[Li+] (Lithium hydroxide monohydrate), CC1=C(N=C(O1)C1=CC=CC=C1)COC1=CC=C(CO\N=C(/CC(=O)OCC)\C2=CC=CC=C2)C=C1 (ethyl E-3-[4-(5-methyl-2-phenyl-4-oxazolylmethoxy)benzyloxyimino]-3-phenylpropionate), O (water). Solvent: O1CCCC1 (tetrahydrofuran). Run at time 18 hour. The product is CC1=C(N=C(O1)C1=CC=CC=C1)COC1=CC=C(CON=C(CC(=O)O)C2=CC=CC=C2)C=C1 (3-[4-(5-methyl-2-phenyl-4-oxazolylmethoxy)benzyloxyimino]-3-phenylpropionic acid). The yield is 98.8%. As a reaction SMILES: O.[OH-].[Li+].[CH3:4][C:5]1[O:9][C:8]([C:10]2[CH:15]=[CH:14][CH:13]=[CH:12][CH:11]=2)=[N:7][C:6]=1[CH2:16][O:17][C:18]1[CH:39]=[CH:38][C:21]([CH2:22][O:23]/[N:24]=[C:25](/[C:32]2[CH:37]=[CH:36][CH:35]=[CH:34][CH:33]=2)\[CH2:26][C:27]([O:29]CC)=[O:28])=[CH:20][CH:19]=1.O.Cl>O1CCCC1>[CH3:4][C:5]1[O:9][C:8]([C:10]2[CH:11]=[CH:12][CH:13]=[CH:14][CH:15]=2)=[N:7][C:6]=1[CH2:16][O:17][C:18]1[CH:39]=[CH:38][C:21]([CH2:22][O:23][N:24]=[C:25]([C:32]2[CH:33]=[CH:34][CH:35]=[CH:36][CH:37]=2)[CH2:26][C:27]([OH:29])=[O:28])=[CH:20][CH:19]=1 |f:0.1.2|. Reported procedure: Lithium hydroxide monohydrate (402 mg) was added to a solution of ethyl E-3-[4-(5-methyl-2-phenyl-4-oxazolylmethoxy)benzyloxyimino]-3-phenylpropionate (1.16 g) in tetrahydrofuran (60 ml)-water (40 ml) and stirred at room temperature for 18 hours. Dilute hydrochloric acid was added to the reaction mixture and extracted with ethyl acetate. The ethyl acetate layer was washed with an aqueous saturated solution of sodium chloride, dried (MgSO4) and concentrated. The residue was recrystallized to obta... Starting materials: CC(=O)O[BH-](OC(C)=O)OC(C)=O, C=O, CC(=O)O, CO, ClCCl, Cc1cc(OC2CCNCC2)ccc1Nc1nccc(-c2c(-c3cccc(C(=O)Nc4c(F)cccc4F)c3)nc3ccccn23)n1, [Na+]. Yields the product Cc1cc(OC2CCN(C)CC2)ccc1Nc1nccc(-c2c(-c3cccc(C(=O)Nc4c(F)cccc4F)c3)nc3ccccn23)n1. Reaction SMILES: [C:54]([O:55][BH-:56]([O:57][C:58](=[O:59])[CH3:60])[O:61][C:62](=[O:63])[CH3:64])(=[O:65])[CH3:66].[CH2:52]=[O:53].[CH3:48][C:49](=[O:50])[OH:51].[CH3:71][OH:72].[Cl:68][CH2:69][Cl:70].[F:1][c:2]1[c:3]([NH:9][C:10]([c:11]2[cH:12][c:13](-[c:17]3[n:18][c:19]4[n:20]([cH:21][cH:22][cH:23][cH:24]4)[c:25]3-[c:26]3[n:27][c:28]([NH:32][c:33]4[c:34]([CH3:46])[cH:35][c:36]([O:39][CH:40]5[CH2:41][CH2:42][NH:43][CH2:44][CH2:45]5)[cH:37][cH:38]4)[n:29][cH:30][cH:31]3)[cH:14][cH:15][cH:16]2)=[O:47])[c:4]([F:8])[cH:5][cH:6][cH:7]1.[Na+:67]>>[F:1][c:2]1[c:3]([NH:9][C:10]([c:11]2[cH:12][c:13](-[c:17]3[n:18][c:19]4[n:20]([cH:21][cH:22][cH:23][cH:24]4)[c:25]3-[c:26]3[n:27][c:28]([NH:32][c:33]4[c:34]([CH3:46])[cH:35][c:36]([O:39][CH:40]5[CH2:41][CH2:42][N:43]([CH3:48])[CH2:44][CH2:45]5)[cH:37][cH:38]4)[n:29][cH:30][cH:31]3)[cH:14][cH:15][cH:16]2)=[O:47])[c:4]([F:8])[cH:5][cH:6][cH:7]1. The reactants are C1CCOC1, Cc1ncccc1CO, CO, COC(=O)c1ccc(CNC(=O)c2cc(O)ccc2Cl)cc1, c1ccc(P(c2ccccc2)c2ccccc2)cc1. The product is COC(=O)c1ccc(CNC(=O)c2cc(OCc3cccnc3C)ccc2Cl)cc1. As a reaction SMILES: [CH2:51]1[O:52][CH2:53][CH2:54][CH2:55]1.[CH3:42][c:43]1[n:44][cH:45][cH:46][cH:47][c:48]1[CH2:49][OH:50].[CH3:56][OH:57].[Cl:1][c:2]1[c:3]([C:9](=[O:10])[NH:11][CH2:12][c:13]2[cH:14][cH:15][c:16]([C:17](=[O:18])[O:19][CH3:20])[cH:21][cH:22]2)[cH:4][c:5]([OH:8])[cH:6][cH:7]1.[c:23]1([P:24]([c:25]2[cH:26][cH:27][cH:28][cH:29][cH:30]2)[c:31]2[cH:32][cH:33][cH:34][cH:35][cH:36]2)[cH:37][cH:38][cH:39][cH:40][cH:41]1>>[Cl:1][c:2]1[c:3]([C:9](=[O:10])[NH:11][CH2:12][c:13]2[cH:14][cH:15][c:16]([C:17](=[O:18])[O:19][CH3:20])[cH:21][cH:22]2)[cH:4][c:5]([O:8][CH2:49][c:48]2[c:43]([CH3:42])[n:44][cH:45][cH:46][cH:47]2)[cH:6][cH:7]1. Starting materials: COC=1C=CC=C2C(=CC(=NC12)C)C(F)(F)F (8-methoxy-2-methyl-4-trifluoromethylquinoline), CO (methanol), solution, B(Br)(Br)Br (boron tribromide), C([O-])(O)=O.[Na+] (sodium bicarbonate). The solvent is ClCCl (dichloromethane), ClCCl (dichloromethane), ClCCl (dichloromethane). Run at time 1 hour. Yields the product OC=1C=CC=C2C(=CC(=NC12)C)C(F)(F)F (8-Hydroxy-2-methyl-4-trifluoromethylquinoline), crystals. Yield: 79.5%. Reaction SMILES: C[O:2][C:3]1[CH:4]=[CH:5][CH:6]=[C:7]2[C:12]=1[N:11]=[C:10]([CH3:13])[CH:9]=[C:8]2[C:14]([F:17])([F:16])[F:15].B(Br)(Br)Br.CO.C(=O)(O)[O-].[Na+]>ClCCl>[OH:2][C:3]1[CH:4]=[CH:5][CH:6]=[C:7]2[C:12]=1[N:11]=[C:10]([CH3:13])[CH:9]=[C:8]2[C:14]([F:17])([F:15])[F:16] |f:3.4|. Reported procedure: A solution of 11 g (45.6.10-3 mol) of 8-methoxy-2-methyl-4-trifluoromethylquinoline in 360 ml of dichloromethane is cooled to -60° C. and 228 ml of a 1 M solution of boron tribromide in dichloromethane are added dropwise. The reaction medium is subsequently stirred for 1 hour at room temperature, 250 ml of methanol are then added slowly and stirring is continued for 2 hours. 250 ml of dichloromethane are added and sodium bicarbonate solution is added to render the medium alkaline. The organic ph...